This data is from the Open Reaction Database (ORD), a public repository of structured organic reaction records. The task is: describe an organic reaction: reactants, conditions, products, and yield Starting materials: COc1ccc(CN2C(=O)CN(c3cc4c(cc3OCc3ccccc3)SC(C)C4)S2(=O)=O)c(OC)c1, ClCCl, O=C(O)C(F)(F)F. The product is CC1Cc2cc(N3CC(=O)NS3(=O)=O)c(OCc3ccccc3)cc2S1. RXN SMILES: [CH2:1]([c:2]1[cH:3][cH:4][cH:5][cH:6][cH:7]1)[O:8][c:9]1[c:10]([N:19]2[CH2:20][C:21](=[O:37])[N:22]([CH2:26][c:27]3[cH:28][cH:29][c:30]([O:31][CH3:32])[cH:33][c:34]3[O:35][CH3:36])[S:23]2(=[O:24])=[O:25])[cH:11][c:12]2[c:13]([cH:18]1)[S:14][CH:15]([CH3:17])[CH2:16]2.[Cl:45][CH2:46][Cl:47].[F:38][C:39]([F:40])([F:41])[C:42]([OH:43])=[O:44]>>[CH2:1]([c:2]1[cH:3][cH:4][cH:5][cH:6][cH:7]1)[O:8][c:9]1[c:10]([N:19]2[CH2:20][C:21](=[O:37])[NH:22][S:23]2(=[O:24])=[O:25])[cH:11][c:12]2[c:13]([cH:18]1)[S:14][CH:15]([CH3:17])[CH2:16]2.